From a dataset of the Open Reaction Database (ORD), a public repository of structured organic reaction records. describe an organic reaction: reactants, conditions, products, and yield The solvent is CN(C)C=O (DMF), O (water). As a reaction SMILES: Br[C:2]1[CH:3]=[C:4]2[C:8](=[CH:9][CH:10]=1)[N:7]([CH:11]1[CH2:16][CH2:15][CH2:14][CH2:13][O:12]1)[N:6]=[C:5]2[C:17]1[N:22]=[C:21]([O:23][C@H:24]2[CH2:31][N:30]([C:32]([O:34][C:35]([CH3:38])([CH3:37])[CH3:36])=[O:33])[CH2:29][CH2:28][C:25]32[CH2:27][CH2:26]3)[CH:20]=[N:19][CH:18]=1.[C:39]([Zn]C#N)#[N:40].CC(C1C=C(C(C)C)C(C2C=CC=CC=2P(C2CCCCC2)C2CCCCC2)=C(C(C)C)C=1)C>CN(C=O)C.O.C1C=CC(/C=C/C(/C=C/C2C=CC=CC=2)=O)=CC=1.C1C=CC(/C=C/C(/C=C/C2C=CC=CC=2)=O)=CC=1.C1C=CC(/C=C/C(/C=C/C2C=CC=CC=2)=O)=CC=1.[Pd].[Pd]>[C:39]([C:2]1[CH:3]=[C:4]2[C:8](=[CH:9][CH:10]=1)[N:7]([CH:11]1[CH2:16][CH2:15][CH2:14][CH2:13][O:12]1)[N:6]=[C:5]2[C:17]1[N:22]=[C:21]([O:23][C@H:24]2[CH2:31][N:30]([C:32]([O:34][C:35]([CH3:38])([CH3:36])[CH3:37])=[O:33])[CH2:29][CH2:28][C:25]32[CH2:26][CH2:27]3)[CH:20]=[N:19][CH:18]=1)#[N:40] |f:5.6.7.8.9|. The reagents and catalysts are C=1C=CC(=CC1)/C=C/C(=O)/C=C/C2=CC=CC=C2.C=1C=CC(=CC1)/C=C/C(=O)/C=C/C2=CC=CC=C2.C=1C=CC(=CC1)/C=C/C(=O)/C=C/C2=CC=CC=C2.[Pd].[Pd] (Pd2(dba)3). The reactants are BrC=1C=C2C(=NN(C2=CC1)C1OCCCC1)C1=CN=CC(=N1)O[C@@H]1C2(CC2)CCN(C1)C(=O)OC(C)(C)C ((4R)-tert-Butyl 4-(6-(5-bromo-1-(tetrahydro-2H-pyran-2-yl)-1H-indazol-3-yl)pyrazin-2-yloxy)-6-azaspiro[2.5]octane-6-carboxylate), C(#N)[Zn]C#N (dicyanozinc), CC(C)C1=CC(=C(C(=C1)C(C)C)C2=C(C=CC=C2)P(C3CCCCC3)C4CCCCC4)C(C)C (XPhos). Conditions: temperature 100 celsius. The product is C(#N)C=1C=C2C(=NN(C2=CC1)C1OCCCC1)C1=CN=CC(=N1)O[C@@H]1C2(CC2)CCN(C1)C(=O)OC(C)(C)C ((4R)-tert-butyl 4-(6-(5-cyano-1-(tetrahydro-2H-pyran-2-yl)-1H-indazol-3-yl)pyrazin-2-yloxy)-6-azaspiro[2.5]octane-6-carboxylate). Yield: 91.5%. Procedure details: (4R)-tert-Butyl 4-(6-(5-bromo-1-(tetrahydro-2H-pyran-2-yl)-1H-indazol-3-yl)pyrazin-2-yloxy)-6-azaspiro[2.5]octane-6-carboxylate (124 mg, 0.212 mmol), dicyanozinc (Aldrich, St. Louis, Mo.; 32.4 mg, 0.276 mmol), Pd2(dba)3 (Aldrich, St. Louis, Mo.; 9.71 mg, 10.61 μmol), and XPhos (Strem, Newburyport, Mass.; 10.11 mg, 0.021 mmol) in a mixture of DMF (2.0 mL) and water (0.020 mL) was heated at 100° C. for 19 h. The mixture was concentrated onto silica gel and chromatographically purified (ISCO, 12 g ... Reactants: C(C=C)N(C(OC(C)(C)C)=O)C (tert-butyl allyl(methyl)carbamate), CCCCCCCCC (nonane), solution, C12(CC3CC(CC(C1)C3)C2)CNC(C2=CC(=NC=C2Cl)Br)=O (N-(1-adamantylmethyl)-2-bromo-5-chloroisonicotinamide), dichloro[1,1′-bis(diphenylphosphino)ferrocenyl]palladium (II), P(=O)([O-])([O-])[O-].[K+].[K+].[K+] (potassium phosphate), solution. Solvent: [Cl-].[Na+].O (brine), O1CCCC1 (tetrahydrofuran), CN(C=O)C (N,N-dimethylformamide), O (water). Conditions: temperature 0 celsius, time 15 minute. The product is Cl.C12(CC3CC(CC(C1)C3)C2)CNC(C2=CC(=NC=C2Cl)CCCNC)=O (N-(1-Adamantylmethyl)-5-chloro2-[3-(methylamino)propyl]isonicotinamide hydrochloride). Isolated yield 70.7%. As a reaction SMILES: [CH2:1]([N:4](C)[C:5](=O)OC(C)(C)C)[CH:2]=[CH2:3].CCCCCCCCC.P([O-])([O-])([O-])=O.[K+].[K+].[K+].[C:30]12([CH2:40][NH:41][C:42](=[O:51])[C:43]3[C:48]([Cl:49])=[CH:47][N:46]=[C:45](Br)[CH:44]=3)[CH2:39][CH:34]3[CH2:35][CH:36]([CH2:38][CH:32]([CH2:33]3)[CH2:31]1)[CH2:37]2>O1CCCC1.O.CN(C)C=O.[Cl-].[Na+].O>[ClH:49].[C:30]12([CH2:40][NH:41][C:42](=[O:51])[C:43]3[C:48]([Cl:49])=[CH:47][N:46]=[C:45]([CH2:3][CH2:2][CH2:1][NH:4][CH3:5])[CH:44]=3)[CH2:39][CH:34]3[CH2:35][CH:36]([CH2:38][CH:32]([CH2:33]3)[CH2:31]1)[CH2:37]2 |f:2.3.4.5,10.11.12,13.14|. Procedure details: A solution of tert-butyl allyl(methyl)carbamate (0.27 g) in 9-boroabicyclo[3.3.1]nonane (6.24 ml of a 0.5M solution in tetrahydrofuran) was heated at reflux under nitrogen for 4 hours. The solution was cooled to 0° C. and potassium phosphate (1.5 mI of a 3M solution in water) was added. The mixture was stirred for 15 minutes and a solution of N-(1-adamantylmethyl)-2-bromo-5-chloroisonicotinamide (Example 1(ii)) (0.50 g) and dichloro[1,1′-bis(diphenylphosphino)ferrocenyl]palladium (II) (0.045 g) ... The reactants are F[B-](F)(F)F, CCC(=O)O, CCN(C(C)C)C(C)C, Cl, Cl, Cl, [Na+], O=C([O-])O, CN(C)C=O, CN(C)C(On1nnc2ccccc21)=[N+](C)C, NC1CCC(CCN2CCN(c3nccc4ccsc34)CC2)CC1. Product: CCC(=O)NC1CCC(CCN2CCN(c3nccc4ccsc34)CC2)CC1. RXN SMILES: [B-:42]([F:43])([F:44])([F:45])[F:46].[CH3:28][CH2:29][C:30]([OH:31])=[O:32].[CH:33]([N:34]([CH2:35][CH3:36])[CH:37]([CH3:38])[CH3:39])([CH3:40])[CH3:41].[ClH:1].[ClH:2].[ClH:3].[Na+:68].[O-:64][C:65]([OH:66])=[O:67].[O:69]=[CH:70][N:71]([CH3:72])[CH3:73].[n:47]1([O:48][C:49]([N:50]([CH3:51])[CH3:52])=[N+:53]([CH3:54])[CH3:55])[c:56]2[cH:57][cH:58][cH:59][cH:60][c:61]2[n:62][n:63]1.[s:4]1[cH:5][cH:6][c:7]2[c:8]1[c:9]([N:13]1[CH2:14][CH2:15][N:16]([CH2:19][CH2:20][CH:21]3[CH2:22][CH2:23][CH:24]([NH2:27])[CH2:25][CH2:26]3)[CH2:17][CH2:18]1)[n:10][cH:11][cH:12]2>>[s:4]1[cH:5][cH:6][c:7]2[c:8]1[c:9]([N:13]1[CH2:14][CH2:15][N:16]([CH2:19][CH2:20][CH:21]3[CH2:22][CH2:23][CH:24]([NH:27][C:30]([CH2:29][CH3:28])=[O:31])[CH2:25][CH2:26]3)[CH2:17][CH2:18]1)[n:10][cH:11][cH:12]2. Starting materials: NC1=NC(=CC(=N1)C1=CC=C2C(=NNC2=C1)N)S(=O)(=O)C (6-[2-amino-6-(methylsulfonyl)-4-pyrimidinyl]-1H-indazol-3-amine), C1(=CC=CC=C1)CCCN ((3-phenylpropyl)amine), CCN(C(C)C)C(C)C (Hunig's base). Solvent: 1-1-methyl-2-pyrrolidinone. Run at temperature 140 celsius. Product: NC1=NNC2=CC(=CC=C12)C1=CC(=NC(=N1)N)NCCCC1=CC=CC=C1 (6-(3-Amino-1H-indazol-6-yl)-N4-(3-phenylpropyl)-2,4-pyrimidinediamine). Yield: 15.3%. Reaction SMILES: [NH2:1][C:2]1[N:7]=[C:6]([C:8]2[CH:16]=[C:15]3[C:11]([C:12]([NH2:17])=[N:13][NH:14]3)=[CH:10][CH:9]=2)[CH:5]=[C:4](S(C)(=O)=O)[N:3]=1.[C:22]1([CH2:28][CH2:29][CH2:30][NH2:31])[CH:27]=[CH:26][CH:25]=[CH:24][CH:23]=1.CCN(C(C)C)C(C)C>>[NH2:17][C:12]1[C:11]2[C:15](=[CH:16][C:8]([C:6]3[N:7]=[C:2]([NH2:1])[N:3]=[C:4]([NH:31][CH2:30][CH2:29][CH2:28][C:22]4[CH:27]=[CH:26][CH:25]=[CH:24][CH:23]=4)[CH:5]=3)=[CH:9][CH:10]=2)[NH:14][N:13]=1. Procedure: A mixture of 6-[2-amino-6-(methylsulfonyl)-4-pyrimidinyl]-1H-indazol-3-amine (500 mg, 1.64 mmol), (3-phenylpropyl)amine (500 mg, 3.70 mmol), and Hunig's base (2 mL) in 1-1-methyl-2-pyrrolidinone (NMP) (3 mL) was heated for 4 hours at 140° C. in a BiotageInitiator® microwave synthesizer. Upon cooling, the mixture was decanted to remove the solids, and the resulting solution was concentrated to dryness. The crude material was purified by RPHPLC (gradient: 10% CH3CN/H2O to 30% CH3CN/H2O) to afford ... The reactants are CC(C)(C)c1cc(S(=O)c2nccs2)cc(C(C)(C)C)c1O, O=C(OO)c1cccc(Cl)c1, ClCCl. The product is CC(C)(C)c1cc(S(=O)(=O)c2nccs2)cc(C(C)(C)C)c1O. RXN SMILES: [C:1]([CH3:2])([CH3:3])([CH3:4])[c:5]1[c:6]([OH:22])[c:7]([C:18]([CH3:19])([CH3:20])[CH3:21])[cH:8][c:9]([S:11](=[O:12])[c:13]2[s:14][cH:15][cH:16][n:17]2)[cH:10]1.[Cl:23][c:24]1[cH:25][cH:26][cH:27][c:28]([C:29]([O:30][OH:32])=[O:31])[cH:33]1.[Cl:34][CH2:35][Cl:36]>>[C:1]([CH3:2])([CH3:3])([CH3:4])[c:5]1[c:6]([OH:22])[c:7]([C:18]([CH3:19])([CH3:20])[CH3:21])[cH:8][c:9]([S:11](=[O:12])([c:13]2[s:14][cH:15][cH:16][n:17]2)=[O:31])[cH:10]1. The reactants are N1CCOCC1 (Morpholine), ClC=1C(=NC(=NC1F)F)F (5-chloro-2,4,6-trifluoropyrimidine), C(C)(C)N(C(C)C)CC (N,N-diisopropylethylamine). The solvent is O1CCOCC1 (1,4-dioxane). Run at time 16 hour. Product: ClC=1C(=NC(=NC1F)F)N1CCOCC1 (4-(5-Chloro-2,6-difluoropyrimidin-4-yl)morpholine). RXN SMILES: [NH:1]1[CH2:6][CH2:5][O:4][CH2:3][CH2:2]1.[Cl:7][C:8]1[C:9]([F:16])=[N:10][C:11]([F:15])=[N:12][C:13]=1F.C(N(CC)C(C)C)(C)C>O1CCOCC1>[Cl:7][C:8]1[C:13]([N:1]2[CH2:6][CH2:5][O:4][CH2:3][CH2:2]2)=[N:12][C:11]([F:15])=[N:10][C:9]=1[F:16]. Procedure details: Morpholine (0.774 mg) was added to a solution of 5-chloro-2,4,6-trifluoropyrimidine (1.5 g), N,N-diisopropylethylamine (1.15 g) in 1,4-dioxane (30 ml) and stirred at room temperature for 16 h. The mixture was partitioned between ethyl acetate and water, the organic layer dried (MgSO4) and evaporated under reduced pressure. The residue was purified by chromatography on silica eluting with 8% ethyl acetate in isohexane. Yield 0.88 g Starting materials: C(C)(C)(C)OC(=O)N1C[C@@H]([C@@H](CC1)C(=O)N1C[C@@H](CCC1)CC1=CC=C(C=C1)F)NC(=O)NC1=CC(=CC=C1)C(C)=O ((3R,4R)-3-[3-(3-acetyl-phenyl)-ureido]-4-[(S)-3-(4-fluoro-benzyl)-piperidine-1-carbonyl]-piperidine-1-carboxylic acid t-butyl ester). The solvent is B (borane), solution, O1CCCC1 (tetrahydrofuran). Conditions: time 19 hour. Yields the product C(C)(C)(C)OC(=O)N1C[C@@H]([C@@H](CC1)CN1C[C@@H](CCC1)CC1=CC=C(C=C1)F)N ((3R,4S)-3-amino-4-[(S)-3-(4-fluoro-benzyl)-piperidin-1-ylmethyl]-piperidine-1-carboxylic acid t-butyl ester). The yield is 22.5%. Reaction SMILES: [C:1]([O:5][C:6]([N:8]1[CH2:13][CH2:12][C@@H:11]([C:14]([N:16]2[CH2:21][CH2:20][CH2:19][C@@H:18]([CH2:22][C:23]3[CH:28]=[CH:27][C:26]([F:29])=[CH:25][CH:24]=3)[CH2:17]2)=O)[C@@H:10]([NH:30]C(NC2C=CC=C(C(=O)C)C=2)=O)[CH2:9]1)=[O:7])([CH3:4])([CH3:3])[CH3:2]>B.O1CCCC1>[C:1]([O:5][C:6]([N:8]1[CH2:13][CH2:12][C@@H:11]([CH2:14][N:16]2[CH2:21][CH2:20][CH2:19][C@@H:18]([CH2:22][C:23]3[CH:28]=[CH:27][C:26]([F:29])=[CH:25][CH:24]=3)[CH2:17]2)[C@@H:10]([NH2:30])[CH2:9]1)=[O:7])([CH3:4])([CH3:2])[CH3:3]. Procedure details: In a dry flask (3R,4R)-3-[3-(3-acetyl-phenyl)-ureido]-4-[(S)-3-(4-fluoro-benzyl)-piperidine-1-carbonyl]-piperidine-1-carboxylic acid t-butyl ester (1.19 g, 2.84 mmol) was dissolved in borane (100 mL of a 1M solution in tetrahydrofuran, 100 mmol). The reaction was stirred 19 hours. The reaction mixture was concentrated in vacuo and redissolved in 800 mL of ethyl acetate. The solution was poured into hydrochloric acid (140 mL of a 1M aqueous solution) and stirred vigorously for 16 hours. The react...